From a dataset of the Open Reaction Database (ORD), a public repository of structured organic reaction records. describe an organic reaction: reactants, conditions, products, and yield The product is FC1=CC=C(C(=O)O)C=C1 (4-fluorobenzoic acid). Procedure: In a manner analogous to Example 9, by reacting 5.9 g of 5,6,7,8-tetrahydro-5,5,8,8-tetramethyl-2-naphthylamine with 4-fluorobenzoyl chloride, obtained from 4 g of 4-fluorobenzoic acid and 15 ml of thionyl chloride, there were obtained, after recrystallization from hexane/ethyl acetate, 6.3 g of p-fluoro-N-(5,6,7,8-tetrahydro-5,5,8,8-tetramethyl-2-naphthyl)benzamide, m.p. 160° C.-162° C. RXN SMILES: CC1(C)CCC(C)(C)C2C=C(N)C=CC1=2.[F:16][C:17]1[CH:25]=[CH:24][C:20]([C:21](Cl)=[O:22])=[CH:19][CH:18]=1.S(Cl)(Cl)=[O:27]>>[F:16][C:17]1[CH:25]=[CH:24][C:20]([C:21]([OH:27])=[O:22])=[CH:19][CH:18]=1. Reactants: CC1(C=2C=CC(=CC2C(CC1)(C)C)N)C (5,6,7,8-tetrahydro-5,5,8,8-tetramethyl-2-naphthylamine), S(=O)(Cl)Cl (thionyl chloride), FC1=CC=C(C(=O)Cl)C=C1 (4-fluorobenzoyl chloride). Isolated yield 64.3%. As a reaction SMILES: [Cl:1][C:2]1[CH:3]=[CH:4][C:5]2[C:6]3(OCC[O:15]3)[C:7]3[N:8]([CH2:11][CH2:12][CH2:13][N:14]=3)[C:9]=2[CH:10]=1.S(=O)(=O)(O)O.N>C(Cl)(Cl)Cl>[Cl:1][C:2]1[CH:3]=[CH:4][C:5]2[C:6](=[O:15])[C:7]3[N:8]([CH2:11][CH2:12][CH2:13][N:14]=3)[C:9]=2[CH:10]=1. Solvent: C(Cl)(Cl)Cl (chloroform). Product: ClC=1C=CC=2C(C=3N(C2C1)CCCN3)=O (7-chloro-3,4-dihydropyrimido[1,2-a]indol-10(2H)-one). Reactants: ClC=1C=CC=2C3(C=4N(C2C1)CCCN4)OCCO3 (7'-Chloro-2',3',4',10'-tetrahydrospiro[1,3-dioxolane-2,10'-pyrimido(1,2-a)indole]), N (ammonia), S(O)(O)(=O)=O (sulphuric acid), ice. Reported procedure: 7'-Chloro-2',3',4',10'-tetrahydrospiro[1,3-dioxolane-2,10'-pyrimido(1,2-a)indole] (5.71 g) was added to cooled 98% sulphuric acid (30 ml) with stirring. The solution was then poured on to ice (300 ml) and basified to pH9 with conc. ammonia solution. The resulting suspension was stirred with chloroform (100 ml) and, after separation, the aqueous phase was exhaustively extracted with further chloroform. Evaporation of the combined, dried (MgSO4) extracts left a brownish orange solid which was crys... The reactants are BrC1=CC=C(C=C1)C(C(=O)O)C (2-(4-Bromo-phenyl)-propionic acid), CN(C=O)C (dimethylformamide), C(C(=O)Cl)(=O)Cl (oxalyl chloride). Solvent: ClCCl (dichloromethane). Conditions: time 1 hour. The product is BrC1=CC=C(C=C1)C(C(=O)Cl)C (2-(4-Bromo-phenyl)-propionyl chloride). RXN SMILES: [Br:1][C:2]1[CH:7]=[CH:6][C:5]([CH:8]([CH3:12])[C:9](O)=[O:10])=[CH:4][CH:3]=1.CN(C)C=O.C(Cl)(=O)C([Cl:21])=O>ClCCl>[Br:1][C:2]1[CH:7]=[CH:6][C:5]([CH:8]([CH3:12])[C:9]([Cl:21])=[O:10])=[CH:4][CH:3]=1. Procedure details: 2-(4-Bromo-phenyl)-propionic acid (0.500 g, 2.18 mmol) in dichloromethane (20 mL) was treated with dimethylformamide (0.03 mL, 0.44 mmol), followed by oxalyl chloride (0.248 mL, 2.8 mmol) dropwise over 5 minutes, and the reaction was stirred at room temperature for 1 hour. The mixture was then concentrated and dried under vacuum to give the title compound. Reactants: C1(=CC=CC=C1)OC(NC=1C=C2CC3(CC2=CC1)OCCO3)=O ((1′,3′-Dihydro-spiro[[1,3]dioxolane-2,2′-inden]-5′-yl)-carbamic acid phenyl ester), O.NN (hydrazine hydrate), O1CCOCC1 (dioxane). Conditions: temperature 100 celsius, time 1 hour. The product is C1C2(CC3=CC(=CC=C13)N1C(=NN=C1O)C1=C(C=C(C(=C1)C(C)C)O)O)OCCO2 (4-[4-(1′,3′-Dihydro-spiro[[1,3]dioxolane-2,2′-inden]-5′-yl)-5-hydroxy-4H-[1,2,4]triazol-3-yl]-6-isopropyl-benzene-1,3-diol). Isolated yield 77.0%. As a reaction SMILES: C1(O[C:8](=[O:23])[NH:9][C:10]2[CH:11]=[C:12]3[C:16](=[CH:17][CH:18]=2)[CH2:15][C:14]2([O:22][CH2:21][CH2:20][O:19]2)[CH2:13]3)C=CC=CC=1.[OH2:24].[NH2:25][NH2:26].[O:27]1[CH2:32][CH2:31]OCC1>>[CH2:15]1[C:16]2[C:12](=[CH:11][C:10]([N:9]3[C:8]([OH:23])=[N:26][N:25]=[C:16]3[C:12]3[CH:11]=[C:31]([CH:18]([CH3:17])[CH3:10])[C:32]([OH:27])=[CH:14][C:13]=3[OH:24])=[CH:18][CH:17]=2)[CH2:13][C:14]21[O:19][CH2:20][CH2:21][O:22]2 |f:1.2|. Reported procedure: To a solution of (1′,3′-Dihydro-spiro[[1,3]dioxolane-2,2′-inden]-5′-yl)-carbamic acid phenyl ester in dioxane (20 mL) was added hydrazine hydrate (1.26 mL, 26 mmol) and the reaction mixture was stirred at 100° C. for 1 h. Solvent was removed under vacuum and then water was added. Precipitated solid was filtered and dried to give the title product as an off-white solid (1.0 g, 77%). Reactants: [H-].[H-].[H-].[H-].[Li+].[Al+3] (LAH), N(=[N+]=[N-])[C@H](C(=O)N1C(OC[C@H]1CC1=CC=CC=C1)=O)C(CCCC)CCCC ((4R)-3-[(2S)-2-azido-3-butylheptanoyl]-4-benzyl-1,3-oxazolidin-2-one). Solvent: C1CCOC1 (THF). Conditions: temperature 36 celsius, time 2 hour. Product: N[C@H](CO)C(CCCC)CCCC ((2S)-2-amino-3-butyl-1-heptanol), crude yellow oil. Isolated yield 73.8%. As a reaction SMILES: [H-].[H-].[H-].[H-].[Li+].[Al+3].[N:7]([C@@H:10]([CH:26]([CH2:31][CH2:32][CH2:33][CH3:34])[CH2:27][CH2:28][CH2:29][CH3:30])[C:11](N1[C@H](CC2C=CC=CC=2)COC1=O)=[O:12])=[N+]=[N-]>C1COCC1>[NH2:7][C@@H:10]([CH:26]([CH2:31][CH2:32][CH2:33][CH3:34])[CH2:27][CH2:28][CH2:29][CH3:30])[CH2:11][OH:12] |f:0.1.2.3.4.5|. Procedure: To a slurry of LAH (1.219 g, 32.13 mmol) in THF (60 mL) was added (4R)-3-[(2S)-2-azido-3-butylheptanoyl]-4-benzyl-1,3-oxazolidin-2-one (3.6 g, 9.37 mmol) dropwise at 0° C. over 20 min. The reaction was heated to 36° C. for 18 h. The reaction slurry (brown) was cooled to 0° C. and the reaction was quenched with H2O (15 mL) and washed with 1N NaOH (30 mL) and H2O (15 mL). It was let stir for 2 h to obtain an off-white slurry. The slurry was filtered and the mother liquor was further dried over MgS... Starting materials: ClC1=C(C(=C(C=C1)F)C=C(Br)Br)CC (1-chloro-3-(2,2-dibromo-vinyl)-2-ethyl-4-fluoro-benzene), C(CN)N (ethylenediamine). Yields the product ClC=1C(=C(CC=2NCCN2)C(=CC1)F)CC (2-(3-Chloro-2-ethyl-6-fluoro-benzyl)-4,5-dihydro-1H-imidazole). As a reaction SMILES: [Cl:1][C:2]1[CH:7]=[CH:6][C:5]([F:8])=[C:4]([CH:9]=[C:10](Br)Br)[C:3]=1[CH2:13][CH3:14].[CH2:15]([NH2:18])[CH2:16][NH2:17]>>[Cl:1][C:2]1[C:3]([CH2:13][CH3:14])=[C:4]([C:5]([F:8])=[CH:6][CH:7]=1)[CH2:9][C:10]1[NH:17][CH2:16][CH2:15][N:18]=1. Procedure: 2-(3-Chloro-2-ethyl-6-fluoro-benzyl)-4,5-dihydro-1H-imidazole was prepared from 1-chloro-3-(2,2-dibromo-vinyl)-2-ethyl-4-fluoro-benzene and ethylenediamine in analogy to Example 1e): yellow crystals; MS (ISP): 243.3 ([M+H]+, 30%), 241.2 ([M+H]+, 100%). Starting materials: C(C)OCC (ethyl ether), NC1=C(C(=O)OC)C=C(C=C1)C(=O)C1=NC(=C2N1C=CC=C2)N=C(C2=CC=CC=C2)C2=CC=CC=C2 (Methyl 2-amino-5-({1-[(diphenylmethylene)amino]imidazo[1,5-a]pyridin-3-yl}carbonyl)benzoate), ClCCl (dichloromethane). The solvent is CO (methanol). Run at time 1 hour. Product: Cl.NC1=C(C(=O)OC)C=C(C=C1)C(=O)C1=NC(=C2N1C=CC=C2)N (Methyl 2-amino-5-[(1-aminoimidazo[1,5-a]-pyridin-3-yl)carbonyl]benzoate hydrochloride). Yield: 84.0%. Reaction SMILES: C(OCC)C.[NH2:6][C:7]1[CH:16]=[CH:15][C:14]([C:17]([C:19]2[N:23]3[CH:24]=[CH:25][CH:26]=[CH:27][C:22]3=[C:21]([N:28]=C(C3C=CC=CC=3)C3C=CC=CC=3)[N:20]=2)=[O:18])=[CH:13][C:8]=1[C:9]([O:11][CH3:12])=[O:10].[Cl:42]CCl>CO>[ClH:42].[NH2:6][C:7]1[CH:16]=[CH:15][C:14]([C:17]([C:19]2[N:23]3[CH:24]=[CH:25][CH:26]=[CH:27][C:22]3=[C:21]([NH2:28])[N:20]=2)=[O:18])=[CH:13][C:8]=1[C:9]([O:11][CH3:12])=[O:10] |f:4.5|. Reported procedure: 8 ml of hydrochloric ethyl ether (1 M) are added to the solution of 1.92 g (4.05 mmol) of the imine obtained in stage A above in a mixture of 40 ml of dichloromethane and 8 ml of methanol. The clear orange medium becomes dark red and then a precipitate forms. After 1 hour at ambient temperature, the precipitate is filtered and then washed with dichloromethane and dried under vacuum at 50° C., to give 1.18 g (84%) of the hydrochloride in the form of an ochre powder. The reactants are [O-2].[Ba+2] (barium oxide), COC1=C(C=CC=C1)N1SC2=C(CC1=O)C=CC=C2 (2,3-dihydro-2-(2-methoxyphenyl)benzothiazin-3-one), C(C)(=O)[O-].[K+] (potassium acetate), IC1=CC=CC=C1 (iodobenzene), [O-2].[Al+3].[O-2].[O-2].[Al+3] (aluminum oxide). Reagents/catalysts: [Cu] (copper). Run in C1(=CC(=CC(=C1)C)C)C (mesitylene). Yields the product C1(=CC=CC=C1)C1C(N(SC2=C1C=CC=C2)C2=C(C=CC=C2)OC)=O (2,3-Dihydro-4-phenyl-2-(2-methoxyphenyl)benzothiazin-3-one). The yield is 75.2%. RXN SMILES: [CH3:1][O:2][C:3]1[CH:8]=[CH:7][CH:6]=[CH:5][C:4]=1[N:9]1[C:14](=[O:15])[CH2:13][C:12]2[CH:16]=[CH:17][CH:18]=[CH:19][C:11]=2[S:10]1.C([O-])(=O)C.[K+].I[C:26]1[CH:31]=[CH:30][CH:29]=[CH:28][CH:27]=1.[O-2].[Al+3].[O-2].[O-2].[Al+3].[O-2].[Ba+2]>C1(C)C=C(C)C=C(C)C=1.[Cu]>[C:26]1([CH:13]2[C:12]3[CH:16]=[CH:17][CH:18]=[CH:19][C:11]=3[S:10][N:9]([C:4]3[CH:5]=[CH:6][CH:7]=[CH:8][C:3]=3[O:2][CH3:1])[C:14]2=[O:15])[CH:31]=[CH:30][CH:29]=[CH:28][CH:27]=1 |f:1.2,4.5.6.7.8,9.10|. Reported procedure: 2.7 g of 2,3-dihydro-2-(2-methoxyphenyl)benzothiazin-3-one, together with 1.2 g of potassium acetate, 6 g of iodobenzene and copper on an aluminum oxide support as the catalyst, in 80 ml of mesitylene are heated at 160° C. for 6 hours under a water separator which is charged with 2 g of barium oxide and 5 g of silica gel. After filtration, the residue is washed with dilute ammonia, and the filtrate is concentrated and chromatographed on 100 g of silica gel using ispropyl ether. 2.6 g of crude pr... Reactants: ClC1=C(C(=CC=C1)Cl)N1C(N(C2=NC(=NC=C2C1)SC)C(C)C)=O (3-(2,6-dichlorophenyl)-1-isopropyl-7-methylthio-3,4-dihydropyrimido[4,5-d]pyrimidin-2(1H)-one), ClC1=CC(=CC=C1)C(=O)OO (3-chloroperbenzoic acid), C([O-])(O)=O.[Na+] (sodium bicarbonate), CS(=O)C (dimethyl sulfoxide). Run in ClCCl (dichloromethane). Reaction conditions: time 18 hour. Yields the product ClC1=C(C(=CC=C1)Cl)N1C(N(C2=NC(=NC=C2C1)S(=O)(=O)C)C(C)C)=O (3-(2,6-dichlorophenyl)-1-isopropyl-7-methanesulfonyl-3,4-dihydropyrimido[4,5-d]pyrimidin-2(1H)-one). The yield is 100.0%. RXN SMILES: [Cl:1][C:2]1[CH:7]=[CH:6][CH:5]=[C:4]([Cl:8])[C:3]=1[N:9]1[CH2:18][C:17]2[C:12](=[N:13]C(SC)=[N:15][CH:16]=2)[N:11]([CH:21]([CH3:23])[CH3:22])[C:10]1=[O:24].ClC1C=CC=C(C(OO)=[O:33])C=1.[CH3:36][S:37]([CH3:39])=[O:38].C(=O)(O)[O-].[Na+]>ClCCl>[Cl:1][C:2]1[CH:7]=[CH:6][CH:5]=[C:4]([Cl:8])[C:3]=1[N:9]1[CH2:18][C:17]2[C:12](=[N:13][C:36]([S:37]([CH3:39])(=[O:33])=[O:38])=[N:15][CH:16]=2)[N:11]([CH:21]([CH3:23])[CH3:22])[C:10]1=[O:24] |f:3.4|. Procedure details: A solution of 60 mg (0.16 mmol) of 3-(2,6-dichlorophenyl)-1-isopropyl-7-methylthio-3,4-dihydropyrimido[4,5-d]pyrimidin-2(1H)-one in 10 ml of dichloromethane was treated with 108 mg (0.32 mmol) of 3-chloroperbenzoic acid (50% w/w in water) and stirred for 18 hours. 0.2 ml of dimethyl sulfoxide was added. After a further 15 minutes 15 ml of saturated aqueous sodium bicarbonate solution were added and the phases were separated. The organic phase was washed with 30 ml of saturated aqueous sodium bic... Starting materials: C1CSS[C@@H]1CCCCC(=O)O (R-alpha-lipoic acid), C1(=CC=CC=C1)C(C1=CC=CC=C1)N (diphenylmethylamine). Run in CCOCC (ether), CCOCC (ether). Yields the product C1CSS[C@@H]1CCCCC(=O)O.C1(=CC=CC=C1)C(C1=CC=CC=C1)N (R-alpha-lipoic acid diphenylmethylamine). RXN SMILES: [CH2:1]1[C@@H:5]([CH2:6][CH2:7][CH2:8][CH2:9][C:10]([OH:12])=[O:11])[S:4][S:3][CH2:2]1.[C:13]1([CH:19]([NH2:26])[C:20]2[CH:25]=[CH:24][CH:23]=[CH:22][CH:21]=2)[CH:18]=[CH:17][CH:16]=[CH:15][CH:14]=1>CCOCC>[CH2:1]1[C@@H:5]([CH2:6][CH2:7][CH2:8][CH2:9][C:10]([OH:12])=[O:11])[S:4][S:3][CH2:2]1.[C:13]1([CH:19]([NH2:26])[C:20]2[CH:21]=[CH:22][CH:23]=[CH:24][CH:25]=2)[CH:18]=[CH:17][CH:16]=[CH:15][CH:14]=1 |f:3.4|. Procedure details: 135 mg (0.654 mmol) of the R-alpha-lipoic acid so obtained were dissolved in 1 ml ether and reacted with the solution of 152 mg (0.83 mmol) diphenylmethylamine in 3.5 ml ether. The precipitate was recrystallized from methanol (1 ml) diisopropyl ether (5 ml). R-alpha-lipoic acid-diphenylmethylamine salt was obtained with a melting point of 120° C., alphaD20 =+51° (c=0.3; pyridine).